This data is from the Open Reaction Database (ORD), a public repository of structured organic reaction records. The task is: describe an organic reaction: reactants, conditions, products, and yield Starting materials: OC(COC1=C(C=C(C=C1)N1C(N=C(C=C1)SC)=O)OC)(C)C (1-(4-(2-hydroxy-2-methylpropoxy)-3-methoxyphenyl)-4-(methylthio)pyrimidin-2(1H)-one), ClC1=CC=C(C=C1)CO ((4-chlorophenyl)methanol), C(=O)([O-])[O-].[K+].[K+] (K2CO3). Run in CN1CCCC1=O (NMP), C(Cl)Cl (CH2Cl2). Run at temperature 145 celsius. Product: ClC1=CC=C(COC2=NC(N(C=C2)C2=CC(=C(C=C2)OCC(C)(C)O)OC)=O)C=C1 (4-(4-chlorobenzyloxy)-1-(4-(2-hydroxy-2-methylpropoxy)-3-methoxyphenyl)pyrimidin-2(1H)-one). RXN SMILES: [OH:1][C:2]([CH3:23])([CH3:22])[CH2:3][O:4][C:5]1[CH:10]=[CH:9][C:8]([N:11]2[CH:16]=[CH:15][C:14](SC)=[N:13][C:12]2=[O:19])=[CH:7][C:6]=1[O:20][CH3:21].[Cl:24][C:25]1[CH:30]=[CH:29][C:28]([CH2:31][OH:32])=[CH:27][CH:26]=1.C([O-])([O-])=O.[K+].[K+]>CN1C(=O)CCC1.C(Cl)Cl>[Cl:24][C:25]1[CH:30]=[CH:29][C:28]([CH2:31][O:32][C:14]2[CH:15]=[CH:16][N:11]([C:8]3[CH:9]=[CH:10][C:5]([O:4][CH2:3][C:2]([OH:1])([CH3:23])[CH3:22])=[C:6]([O:20][CH3:21])[CH:7]=3)[C:12](=[O:19])[N:13]=2)=[CH:27][CH:26]=1 |f:2.3.4|. Procedure details: A stirred mixture of 1-(4-(2-hydroxy-2-methylpropoxy)-3-methoxyphenyl)-4-(methylthio)pyrimidin-2(1H)-one Part C of Procedure 1 (10 mg, 0.03 mmol), (4-chlorophenyl)methanol (85 mg, 0.6 mmol) and K2CO3 (12 mg, 0.09 mmol) in NMP (0.1 mL) was heated at 145° C. for 60 min, diluted with CH2Cl2, washed with water, dried (MgSO4), and concentrated. The residue was purified by flash chromatography (silica gel/hexane-EtOAc 100:0:0 to 0:100 gradient) to afford the title compound 4-(4-chlorobenzyloxy)-1-(4-(... Reactants: Cl.C1(=CC=CC=C1)S(=O)(=O)NC1=C2CCNCC2=CC=C1 (5-Phenylsulphonamido-1,2,3,4-tetrahydroisoquinoline hydrochloride), BrCCCC(=O)OCC (ethyl 4-bromobutyrate). Product: C1(=CC=CC=C1)S(=O)(=O)NC1=C2CCN(CC2=CC=C1)CCCC(=O)OCC (ethyl 4-[5-phenylsulphonamido-1,2,3,4-tetrahydroisoquinolin-2-yl]butyrate). Reaction SMILES: Cl.[C:2]1([S:8]([NH:11][C:12]2[CH:21]=[CH:20][CH:19]=[C:18]3[C:13]=2[CH2:14][CH2:15][NH:16][CH2:17]3)(=[O:10])=[O:9])[CH:7]=[CH:6][CH:5]=[CH:4][CH:3]=1.Br[CH2:23][CH2:24][CH2:25][C:26]([O:28][CH2:29][CH3:30])=[O:27]>>[C:2]1([S:8]([NH:11][C:12]2[CH:21]=[CH:20][CH:19]=[C:18]3[C:13]=2[CH2:14][CH2:15][N:16]([CH2:23][CH2:24][CH2:25][C:26]([O:28][CH2:29][CH3:30])=[O:27])[CH2:17]3)(=[O:10])=[O:9])[CH:3]=[CH:4][CH:5]=[CH:6][CH:7]=1 |f:0.1|. Procedure: 5-Phenylsulphonamido-1,2,3,4-tetrahydroisoquinoline hydrochloride (2.7 g) was reacted with ethyl 4-bromobutyrate in the manner described in Example 2(a). After elution from a silica column with ethyl acetate:methanol mixtures, the product was recrystallised from ethanol to give ethyl 4-[5-phenylsulphonamido-1,2,3,4-tetrahydroisoquinolin-2-yl]butyrate as a white solid (2.0 g). Reactants: CC1=CC(C)(C)Nc2ccc(NC(=O)OC(C)(C)C)cc21, CC(=O)Cl, CC(=O)OC(C)=O, ClCCl, c1ccncc1. The product is CC(=O)N1c2ccc(NC(=O)OC(C)(C)C)cc2C(C)=CC1(C)C. Reaction SMILES: [C:12]([CH3:13])([CH3:14])([CH3:15])[O:16][C:17](=[O:18])[NH:19][c:20]1[cH:21][c:22]2[c:27]([cH:28][cH:29]1)[NH:26][C:25]([CH3:30])([CH3:31])[CH:24]=[C:23]2[CH3:32].[CH3:1][C:2]([Cl:3])=[O:4].[CH3:5][C:6]([O:7][C:8](=[O:9])[CH3:10])=[O:11].[Cl:39][CH2:40][Cl:41].[cH:33]1[cH:34][cH:35][n:36][cH:37][cH:38]1>>[CH3:1][C:2](=[O:4])[N:26]1[C:25]([CH3:30])([CH3:31])[CH:24]=[C:23]([CH3:32])[c:22]2[cH:21][c:20]([NH:19][C:17]([O:16][C:12]([CH3:13])([CH3:14])[CH3:15])=[O:18])[cH:29][cH:28][c:27]21. Reactants: [Si](C)(C)(C(C)(C)C)OCC1=CC=C(O1)C(N)=NO (5-({[t-butyl(dimethyl)silyl]oxy}methyl)-N′-hydroxyfuran-2-carboximidamide), C1(CCCCC1)N=C=NC1CCCCC1 (N,N′-dicyclohexylcarbodiimide), [F-].C(CCC)[N+](CCCC)(CCCC)CCCC (tetrabutylammonium fluoride), solution, Example 2 ( 2b ), C1(CCCCC1)C1=CC=C(C(=O)O)C=C1 (4-cyclohexylbenzoic acid). Run in O (water), CCOCC (ether), O1CCCC1 (tetrahydrofuran), ClCCl (dichloromethane). Reaction conditions: time 1 hour. Product: C1(CCCCC1)C1=CC=C(C=C1)C1=NC(=NO1)C1=CC=C(O1)CO ({5-[5-(4-Cyclohexylphenyl)-1,2,4-oxadiazol-3-yl]-2-furyl}methanol). Isolated yield 81.0%. RXN SMILES: [Si]([O:8][CH2:9][C:10]1[O:14][C:13]([C:15](=[N:17][OH:18])[NH2:16])=[CH:12][CH:11]=1)(C(C)(C)C)(C)C.[CH:19]1([C:25]2[CH:33]=[CH:32][C:28]([C:29](O)=O)=[CH:27][CH:26]=2)[CH2:24][CH2:23][CH2:22][CH2:21][CH2:20]1.C1(N=C=NC2CCCCC2)CCCCC1.[F-].C([N+](CCCC)(CCCC)CCCC)CCC>ClCCl.CCOCC.O1CCCC1.O>[CH:19]1([C:25]2[CH:33]=[CH:32][C:28]([C:29]3[O:18][N:17]=[C:15]([C:13]4[O:14][C:10]([CH2:9][OH:8])=[CH:11][CH:12]=4)[N:16]=3)=[CH:27][CH:26]=2)[CH2:20][CH2:21][CH2:22][CH2:23][CH2:24]1 |f:3.4|. Procedure details: A solution of 5-({[t-butyl(dimethyl)silyl]oxy}methyl)-N′-hydroxyfuran-2-carboximidamide (0.19 g, 0.70 mmol) that was obtained in Example 2 (2b), 4-cyclohexylbenzoic acid (0.16 g, 0.77 mmol), and N,N′-dicyclohexylcarbodiimide (0.17 g, 0.84 mmol) in dichloromethane (1.5 ml) was stirred for 1 hour. After stirring, the reaction mixture was diluted with ether, and insoluble materials were removed by filtration with Celite, and then the filtrate was evaporated in vacuo. Subsequently, to a solution of ...